From a dataset of the Open Reaction Database (ORD), a public repository of structured organic reaction records. describe an organic reaction: reactants, conditions, products, and yield Starting materials: C(C)OC(=O)C1C2CC=C(C12)O[Si](C)(C)C(C)(C)C ((1RS,5SR,6RS)-2-(tert-butyl-dimethyl-silanyloxy)-bicyclo[3.1.0]hex-2-ene-6-carboxylic acid ethyl ester), C(=O)(O)[O-].[Na+] (NaHCO3), [Mg].C1=CC=C(C(=C1)C(=O)O)C(=O)O[O-].C1=CC=C(C(=C1)C(=O)O)C(=O)O[O-].O.O.O.O.O.O.[Mg+2] (magnesium monoperoxyphthalate). Solvent: CO (MeOH). Conditions: temperature 0 celsius, time 1 hour. Product: C(C)OC(=O)C1C2CC(C(C12)=O)O ((1SR,3RS,5RS,6SR)-3-Hydroxy-2-oxo-bicyclo[3.1.0]hexane-6-carboxylic acid ethyl ester). Isolated yield 47.3%. As a reaction SMILES: [CH2:1]([O:3][C:4]([CH:6]1[CH:11]2[CH:7]1[CH2:8][CH:9]=[C:10]2[O:12][Si](C(C)(C)C)(C)C)=[O:5])[CH3:2].C([O-])(O)=[O:21].[Na+].[Mg].C1C=C(C(O)=O)C(C(O[O-])=O)=CC=1.C1C=C(C(O)=O)C(C(O[O-])=O)=CC=1.O.O.O.O.O.O.[Mg+2]>CO>[CH2:1]([O:3][C:4]([CH:6]1[CH:11]2[CH:7]1[CH2:8][CH:9]([OH:21])[C:10]2=[O:12])=[O:5])[CH3:2] |f:1.2,3.4.5.6.7.8.9.10.11.12|. Procedure details: To a solution of (1RS,5SR,6RS)-2-(tert-butyl-dimethyl-silanyloxy)-bicyclo[3.1.0]hex-2-ene-6-carboxylic acid ethyl ester (172 mmole) in MeOH (900 ml) was subsequently added NaHCO3 (33.25 g) and magnesium-monoperoxyphthalate (104.5 g) and stirring was continued at ambient temperature for 1 h. The mixture was filtered, the filtrate evaporated and the residue partitioned between saturated NaHCO3 (until gas evolution ceased) and dichloromethane. The organic layer was dried, evaporated and the residue... Reactants: Na2WO4·2H2O, CC=1C(=NC=C(C1OC)C)CSC1=NC2=C(N1)C=CC(=C2)OC (2-[[(3,5-dimethyl-4-methoxy-2-pyridinyl)methyl]thio]-5-methoxy-1H-benzimidazole), C(C)(=O)O (acetic acid), [O-]S(=O)(=S)[O-].[Na+].[Na+] (Na2S2O3). Run in OO (H2O2), O (water), C(C)O (ethanol). Conditions: time 30 minute. Product: CC=1C=NC(=C(C1OC)C)C[S+](C=2NC=3C=CC(=CC3N2)OC)[O-] (Omeprazole). Yield: 69.0%. RXN SMILES: [CH3:1][C:2]1[C:3]([CH2:11][S:12][C:13]2[NH:17][C:16]3[CH:18]=[CH:19][C:20]([O:22][CH3:23])=[CH:21][C:15]=3[N:14]=2)=[N:4][CH:5]=[C:6]([CH3:10])[C:7]=1[O:8][CH3:9].[O-:24]S([O-])(=S)=O.[Na+].[Na+].C(O)(=O)C>C(O)C.OO.O>[CH3:10][C:6]1[CH:5]=[N:4][C:3]([CH2:11][S+:12]([O-:24])[C:13]2[NH:17][C:16]3[CH:18]=[CH:19][C:20]([O:22][CH3:23])=[CH:21][C:15]=3[N:14]=2)=[C:2]([CH3:1])[C:7]=1[O:8][CH3:9] |f:1.2.3|. Reported procedure: 0.35 g of 2-[[(3,5-dimethyl-4-methoxy-2-pyridinyl)methyl]thio]-5-methoxy-1H-benzimidazole was suspended in 5 ml of ethanol at room temperature. 0.035 g of Na2WO4·2H2O oxidation catalyst was dissolved in 0.099 g H2O2 (35% aqueous solution), and further diluted with 2 ml of water. The oxidant/catalyst solution was added to the reactant suspension dropwise so that the addition was completed in about 30 minutes while stirring at room temperature. The reaction was continued for additional 6 hours whi...